The task is: describe an organic reaction: reactants, conditions, products, and yield. This data is from the Open Reaction Database (ORD), a public repository of structured organic reaction records. Reactants: NN=CNC(=S)N ((aminoiminomethyl)thiourea), ClC(C(C)=O)Cl (dichloroacetone), C1=C(N=C(S1)NC(=N)N)CSCCC(=N)NS(=O)(=O)N (Famotidine), N-[4-[[(2-cyanoethyl)-thio]methyl]-2-thiazoyl]guanidine, resultant mixture, NCCC1=CNC=N1.[H][H] (histamine H2), C(#N)CCSCC=1N=C(SC1)NC(=N)N (N-[4-(cyanoethylthiomethyl)-2-thiazolyl]guanidine). The solvent is CC(=O)C (acetone). Product: Cl.ClCC1(N=C(SC1)NC(=N)N)O (N-[4-(chloromethyl)-4,5-dihydro-4-hydroxy-2-thiazolyl]-guanidine hydrochloride). RXN SMILES: C1[S:5][C:4]([NH:6][C:7]([NH2:9])=[NH:8])=[N:3]C=1CSCCC(NS(N)(=O)=O)=N.NCCC1N=CNC=1.[H][H].C(CCSCC1N=C(NC(N)=N)SC=1)#N.NN=CNC(N)=S.[Cl:53][CH:54](Cl)[C:55](=[O:57])[CH3:56]>CC(C)=O>[ClH:53].[Cl:53][CH2:54][C:55]1([OH:57])[CH2:56][S:5][C:4]([NH:6][C:7]([NH2:9])=[NH:8])=[N:3]1 |f:1.2,7.8|. Procedure details: Famotidine is a well-known histamine H2-receptor antagonist and gastric acid secretion inhibitor. A key intermediate for the preparation of this compound is N-[4-(cyanoethylthiomethyl)-2-thiazolyl]guanidine (also known as N-[4-[[(2-cyanoethyl)-thio]methyl]-2-thiazoyl]guanidine). To prepare this intermediate U.S. Pat. Nos. 4,562,261 and 4,609,737 describe a route based on N-[4-(chloromethyl)-4,5-dihydro-4-hydroxy-2-thiazolyl]-guanidine hydrochloride as the starting material. The synthesis involve... The reactants are N#CBr (Cyanogen bromide), N1CCC(CC1)C1=CC=C(C=C1)[C@H](C)NC(C)=O ((S)—N-[1-(4-piperidin-4-yl-phenyl)-ethyl]-acetamide), CCN(C(C)C)C(C)C (DIPEA). The solvent is C1CCOC1 (THF), ClCCl (dichloromethane). Conditions: time 4 hour. The product is C(#N)N1CCC(CC1)C1=CC=C(C=C1)[C@H](C)NC(C)=O ((S)—N-{1-[4-(1-Cyano-piperidin-4-yl)-phenyl]-ethyl}-acetamide). RXN SMILES: [N:1]#[C:2]Br.[NH:4]1[CH2:9][CH2:8][CH:7]([C:10]2[CH:15]=[CH:14][C:13]([C@@H:16]([NH:18][C:19](=[O:21])[CH3:20])[CH3:17])=[CH:12][CH:11]=2)[CH2:6][CH2:5]1.CCN(C(C)C)C(C)C>C1COCC1.ClCCl>[C:2]([N:4]1[CH2:9][CH2:8][CH:7]([C:10]2[CH:15]=[CH:14][C:13]([C@@H:16]([NH:18][C:19](=[O:21])[CH3:20])[CH3:17])=[CH:12][CH:11]=2)[CH2:6][CH2:5]1)#[N:1]. Procedure details: 1.37 g (13.0 mmol) Cyanogen bromide are added to a mixture of 2.0 g (8.12 mmol) (S)—N-[1-(4-piperidin-4-yl-phenyl)-ethyl]-acetamide (V.1) and 4.86 mL (28.4 mmol) DIPEA in 15 mL THF and 15 mL dichloromethane. The mixture is stirred for 4 h at rt. After that time, the solvents are removed in vacuo. The residue is taken up in ethylacetate, the mixture is washed with water and the organic layer is concentrated. After addition of diethyl ether the precipitate is collected by filtration, followed by w...